This data is from the Open Reaction Database (ORD), a public repository of structured organic reaction records. The task is: describe an organic reaction: reactants, conditions, products, and yield The reactants are BrC1=CC=C(C=C1)C(=C1CC2CCC(C1)N2C2=NC=CC=N2)OC (3-[(4-bromo-phenyl)-methoxy-methylene]-8-pyrimidin-2-yl-8-aza-bicyclo[3.2.1]octane), Cl (HCl), C(=O)(O)[O-].[Na+] (NaHCO3). The solvent is C1CCOC1 (THF). The product is BrC1=CC=C(C=C1)C(=O)C1CC2CCC(C1)N2C2=NC=CC=N2 ((4-bromo-phenyl)-(8-pyrimidin-2-yl-8-aza-bicyclo[3.2.1]oct-3-yl)-methanone), solid. The yield is 92.0%. Reaction SMILES: [Br:1][C:2]1[CH:7]=[CH:6][C:5]([C:8]([O:23]C)=[C:9]2[CH2:15][CH:14]3[N:16]([C:17]4[N:22]=[CH:21][CH:20]=[CH:19][N:18]=4)[CH:11]([CH2:12][CH2:13]3)[CH2:10]2)=[CH:4][CH:3]=1.Cl.C([O-])(O)=O.[Na+]>C1COCC1>[Br:1][C:2]1[CH:7]=[CH:6][C:5]([C:8]([CH:9]2[CH2:15][CH:14]3[N:16]([C:17]4[N:18]=[CH:19][CH:20]=[CH:21][N:22]=4)[CH:11]([CH2:12][CH2:13]3)[CH2:10]2)=[O:23])=[CH:4][CH:3]=1 |f:2.3|. Procedure details: A solution of 3-[(4-bromo-phenyl)-methoxy-methylene]-8-pyrimidin-2-yl-8-aza-bicyclo[3.2.1]octane (2.44 g, 6.32 mmol), aqueous HCl (10.5 ml, 6N) and THF (50 ml) was stirred at room temperature overnight. The mixture was added by saturated aq. NaHCO3 until bubbling was gone. The mixture was diluted with ethyl acetate and the organic phase was dried over MgSO4 and concentrated. ISCO was used to do purification and (4-bromo-phenyl)-(8-pyrimidin-2-yl-8-aza-bicyclo[3.2.1]oct-3-yl)-methanone was obtain... Reactants: ClC=1C=C2CCC(C2=CC1[N+](=O)[O-])=O (5-chloro-6-nitro-1-indanone), Cl (hydrochloric acid). The reagents and catalysts are [Fe] (iron). The solvent is C(C)O (ethanol), C(C)O (ethanol). Reaction conditions: time 4 hour. Product: ClC=1C=C2CCC(C2=CC1N)=O (5-Chloro-6-amino-1-indanone). Reaction SMILES: [Cl:1][C:2]1[CH:3]=[C:4]2[C:8](=[CH:9][C:10]=1[N+:11]([O-])=O)[C:7](=[O:14])[CH2:6][CH2:5]2.Cl>C(O)C.[Fe]>[Cl:1][C:2]1[CH:3]=[C:4]2[C:8](=[CH:9][C:10]=1[NH2:11])[C:7](=[O:14])[CH2:6][CH2:5]2. Procedure: 114 Grams (2.01 moles) of iron powder are added to a solution of 134 g (0.64 mole) of 5-chloro-6-nitro-1-indanone in 1600 ml of ethanol, then 63.5 ml of concentrated hydrochloric acid are added dropwise, and the reaction mixture is boiled for 4 hours. The precipitate is filtered off with suction, and the product is precipitated from the hot filtrate by the addition of water, then suction-filtered and washed with water. The residue of the reaction mixture is boiled with chloroform, the filtrate i... The reactants are COC(C=CC1=CC=CC=C1)=O (cinnamic acid methyl ester), [N+](=O)([O-])C (nitromethane), CN(C(N(C)C)=N)C (tetramethylguanidine). The solvent is C(C)OCC (diethyl ether), Cl (hydrochloric acid). Run at time 72 hour. Yields the product COC(CC(C[N+](=O)[O-])C1=CC=CC=C1)=O (4-nitro-3-phenylbutanoic acid methyl ester). Reaction SMILES: [CH3:1][O:2][C:3](=[O:12])[CH:4]=[CH:5][C:6]1[CH:11]=[CH:10][CH:9]=[CH:8][CH:7]=1.[N+:13]([CH3:16])([O-:15])=[O:14].CN(C)C(=N)N(C)C>C(OCC)C.Cl>[CH3:1][O:2][C:3](=[O:12])[CH2:4][CH:5]([C:6]1[CH:7]=[CH:8][CH:9]=[CH:10][CH:11]=1)[CH2:16][N+:13]([O-:15])=[O:14]. Procedure details: A mixture of 300 g of cinnamic acid methyl ester, 500 g of nitromethane and 39 g of tetramethylguanidine is allowed to stir at room temperature for 72 hours. The solution is diluted with diethyl ether and aqueous hydrochloric acid solution (1 N, 1 liter) is added. The organic layer is separated dried over anhydrous magnesium sulfate, and evaporated to give 4-nitro-3-phenylbutanoic acid methyl ester. The reactants are CNc1ccc(Nc2nc(-c3cccc(NC(=O)c4ccc(C(C)(C)C)cc4)c3C)cn(C)c2=O)cc1[N+](=O)[O-], CCO, CCOC(C)=O, [H][H]. Product: CNc1ccc(Nc2nc(-c3cccc(NC(=O)c4ccc(C(C)(C)C)cc4)c3C)cn(C)c2=O)cc1N. Reaction SMILES: [C:1]([CH3:2])([CH3:3])([CH3:4])[c:5]1[cH:6][cH:7][c:8]([C:9](=[O:10])[NH:11][c:12]2[c:13]([CH3:38])[c:14](-[c:18]3[n:19][c:20]([NH:26][c:27]4[cH:28][c:29]([N+:35]([O-:36])=[O:37])[c:30]([NH:33][CH3:34])[cH:31][cH:32]4)[c:21](=[O:25])[n:22]([CH3:24])[cH:23]3)[cH:15][cH:16][cH:17]2)[cH:39][cH:40]1.[CH3:41][CH2:42][OH:43].[CH3:46][CH2:47][O:48][C:49](=[O:50])[CH3:51].[H:44][H:45]>>[C:1]([CH3:2])([CH3:3])([CH3:4])[c:5]1[cH:6][cH:7][c:8]([C:9](=[O:10])[NH:11][c:12]2[c:13]([CH3:38])[c:14](-[c:18]3[n:19][c:20]([NH:26][c:27]4[cH:28][c:29]([NH2:35])[c:30]([NH:33][CH3:34])[cH:31][cH:32]4)[c:21](=[O:25])[n:22]([CH3:24])[cH:23]3)[cH:15][cH:16][cH:17]2)[cH:39][cH:40]1. Reactants: CO, [Li+], [OH-], O, O, COC(=O)C1CCC(N(CCC(c2ccccc2)c2ccccc2)C(=O)Nc2nc3ccccc3s2)C1. Yields the product O=C(O)C1CCC(N(CCC(c2ccccc2)c2ccccc2)C(=O)Nc2nc3ccccc3s2)C1. RXN SMILES: [CH3:41][OH:42].[Li+:40].[OH-:39].[OH2:38].[OH2:43].[s:1]1[c:2]([NH:10][C:11]([N:12]([CH2:13][CH2:14][CH:15]([c:16]2[cH:17][cH:18][cH:19][cH:20][cH:21]2)[c:22]2[cH:23][cH:24][cH:25][cH:26][cH:27]2)[CH:28]2[CH2:29][CH:30]([C:33](=[O:34])[O:35][CH3:36])[CH2:31][CH2:32]2)=[O:37])[n:3][c:4]2[c:5]1[cH:6][cH:7][cH:8][cH:9]2>>[s:1]1[c:2]([NH:10][C:11]([N:12]([CH2:13][CH2:14][CH:15]([c:16]2[cH:17][cH:18][cH:19][cH:20][cH:21]2)[c:22]2[cH:23][cH:24][cH:25][cH:26][cH:27]2)[CH:28]2[CH2:29][CH:30]([C:33](=[O:34])[OH:35])[CH2:31][CH2:32]2)=[O:37])[n:3][c:4]2[c:5]1[cH:6][cH:7][cH:8][cH:9]2.